Dataset: the Open Reaction Database (ORD), a public repository of structured organic reaction records. Task: describe an organic reaction: reactants, conditions, products, and yield Starting materials: O=C([O-])[O-], CC(C)(C)OC(=O)CCl, [K+], [K+], N#Cc1n[nH]c2ncnc(N)c12, CN(C)C=O, O. Yields the product CC(C)(C)OC(=O)Cn1nc(C#N)c2c(N)ncnc21. Reaction SMILES: [C:13](=[O:14])([O-:15])[O-:16].[Cl:19][CH2:20][C:21](=[O:22])[O:23][C:24]([CH3:25])([CH3:26])[CH3:27].[K+:17].[K+:18].[NH2:1][c:2]1[c:3]2[c:4]([n:5][cH:6][n:7]1)[nH:8][n:9][c:10]2[C:11]#[N:12].[O:29]=[CH:30][N:31]([CH3:32])[CH3:33].[OH2:28]>>[NH2:1][c:2]1[c:3]2[c:4]([n:5][cH:6][n:7]1)[n:8]([CH2:20][C:21](=[O:22])[O:23][C:24]([CH3:25])([CH3:26])[CH3:27])[n:9][c:10]2[C:11]#[N:12]. Starting materials: ClC1=CC=C(C=C1)C=1C(=NN(C1)C1=CC=C(C=C1)F)CC(P(O)(=O)O)(P(O)(=O)O)O (2-[4-(4-chlorophenyl)-1-(4-fluorophenyl)-3-pyrazolyl]-1-hydroxyethane-1,1-diphosphonic acid), C([O-])(O)=O.[Na+] (sodium bicarbonate). Solvent: O (water), CN(C=O)C (dimethylformamide). Run at time 2 hour. Yields the product [Na+].[Na+].ClC1=CC=C(C=C1)C=1C(=NN(C1)C1=CC=C(C=C1)F)C(C(P([O-])(=O)[O-])O)P(O)(=O)O (2-[4-(4-chlorophenyl)-1-(4-fluorophenyl)-3-pyrazolyl]-1-hydroxyethanediphosphonic acid disodium salt). Isolated yield 154.2%. As a reaction SMILES: [Cl:1][C:2]1[CH:7]=[CH:6][C:5]([C:8]2[C:9]([CH2:20][C:21]([OH:30])([P:26]([OH:29])(=[O:28])[OH:27])P(O)(=O)O)=[N:10][N:11]([C:13]3[CH:18]=[CH:17][C:16]([F:19])=[CH:15][CH:14]=3)[CH:12]=2)=[CH:4][CH:3]=1.C(=O)(O)[O-].[Na+:35]>CN(C)C=O.O>[Na+:35].[Na+:35].[Cl:1][C:2]1[CH:3]=[CH:4][C:5]([C:8]2[C:9]([CH:20]([P:26]([OH:29])(=[O:27])[OH:28])[CH:21]([OH:30])[P:26]([O-:27])(=[O:28])[O-:29])=[N:10][N:11]([C:13]3[CH:14]=[CH:15][C:16]([F:19])=[CH:17][CH:18]=3)[CH:12]=2)=[CH:6][CH:7]=1 |f:1.2,5.6.7|. Procedure: A solution of 1.9 g of 2-[4-(4-chlorophenyl)-1-(4-fluorophenyl)-3-pyrazolyl]-1-hydroxyethane-1,1-diphosphonic acid in 5 ml of dimethylformamide is combined with a solution of 0.8 g of sodium bicarbonate in 10 ml of water and stirred for 2 hours at room temperature. Then the thus-precipitated product is vacuum-filtered, washed with a small amount of water, and dried at 110° C., yielding 1.6 g (76%) of 2-[4-(4-chlorophenyl)-1-(4-fluorophenyl)-3-pyrazolyl]-1-hydroxyethanediphosphonic acid disodium ... Starting materials: OC=1C(=NN(C1C1=CC=C(C=C1)CCC)C)C(C)=O (1-[4-Hydroxy-1-methyl-5-(4-n-propylphenyl)-1H-pyrazol-3-yl]ethanone), N(N)C(=S)NC1=CC=C(C(=O)O)C=C1 (4-hydrazinocarbonothioylaminobenzoic acid), CN(C=O)C (dimethylformamide). Reagents/catalysts: Cl (hydrochloric acid). Solvent: O (water). Product: OC=1C(=NN(C1C1=CC=C(C=C1)CCC)C)C(C)=NNC(=S)NC1=CC=C(C(=O)O)C=C1 (4-{[(2-{1-[4-hydroxy-1-methyl-5-(4-n-propylphenyl)-1H-pyrazol-3-yl]ethylidene}hydrazino)carbonothioyl]amino}benzoic acid). Isolated yield 79.3%. RXN SMILES: [OH:1][C:2]1[C:3]([C:17](=O)[CH3:18])=[N:4][N:5]([CH3:16])[C:6]=1[C:7]1[CH:12]=[CH:11][C:10]([CH2:13][CH2:14][CH3:15])=[CH:9][CH:8]=1.[NH:20]([C:22]([NH:24][C:25]1[CH:33]=[CH:32][C:28]([C:29]([OH:31])=[O:30])=[CH:27][CH:26]=1)=[S:23])[NH2:21].CN(C)C=O>Cl.O>[OH:1][C:2]1[C:3]([C:17](=[N:21][NH:20][C:22]([NH:24][C:25]2[CH:33]=[CH:32][C:28]([C:29]([OH:31])=[O:30])=[CH:27][CH:26]=2)=[S:23])[CH3:18])=[N:4][N:5]([CH3:16])[C:6]=1[C:7]1[CH:12]=[CH:11][C:10]([CH2:13][CH2:14][CH3:15])=[CH:9][CH:8]=1. Reported procedure: 1-[4-Hydroxy-1-methyl-5-(4-n-propylphenyl)-1H-pyrazol-3-yl]ethanone (0.157 mmol, 40.5 mg) and 4-hydrazinocarbonothioylaminobenzoic acid (0.157 mmol, 33.1 mg) were stirred with dimethylformamide (2.3 mL) and three drops of concentrated hydrochloric acid at room temperature for 23.5 hours. After addition of water, the precipitated yellow solid was recovered by filtration, washed with water and dried by means of a vacuum pump. The resulting solid was stirred with chloroform/n-hexane for a while, th... The reactants are BrC=1C=C2CCNC(C2=CC1)C (6-Bromo-1-methyl-1,2,3,4-tetrahydro-isoquinoline), B(O)O (boronic acid). Product: CC1NCCC2=CC(=CC=C12)C1=CC=NC=C1 (1-Methyl-6-pyridin-4-yl-1,2,3,4-tetrahydro-isoquinoline). RXN SMILES: Br[C:2]1[CH:3]=[C:4]2[C:9](=[CH:10][CH:11]=1)[CH:8]([CH3:12])[NH:7][CH2:6][CH2:5]2.B(O)O>>[CH3:12][CH:8]1[C:9]2[C:4](=[CH:3][C:2]([C:4]3[CH:9]=[CH:8][N:7]=[CH:6][CH:5]=3)=[CH:11][CH:10]=2)[CH2:5][CH2:6][NH:7]1. Procedure: In close analogy to the procedure described above, 6-Bromo-1-methyl-1,2,3,4-tetrahydro-isoquinoline is reacted with the corresponding boronic acid to provide the title compound. Reactants: CC1(OCC(CO1)(CN1CCCC2=CC(=CC=C12)CCCCCCCC)NC(OC(C)(C)C)=O)C (tert-Butyl 2,2-dimethyl-5-((6-octyl-3,4-dihydroquinolin-1(2H)-yl)methyl)-1,3-dioxan-5-ylcarbamate), CC1(OCC(CO1)(CN1CC2=CC=C(C=C2C1)CCCCCCCC)NC(OC(C)(C)C)=O)C (tert-butyl 2,2-dimethyl-5-((5-octylisoindolin-2-yl)methyl)-1,3-dioxan-5-ylcarbamate). Product: NC(CO)(CO)CN1CCCC2=CC(=CC=C12)CCCCCCCC (2-Amino-2-((6-octyl-3,4-dihydroquinolin-1(2H)-yl)methyl)propane-1,3-diol). The yield is 36.0%. As a reaction SMILES: CC1(C)[O:7][CH2:6][C:5]([NH:27]C(=O)OC(C)(C)C)([CH2:8][N:9]2[C:18]3[C:13](=[CH:14][C:15]([CH2:19][CH2:20][CH2:21][CH2:22][CH2:23][CH2:24][CH2:25][CH3:26])=[CH:16][CH:17]=3)[CH2:12][CH2:11][CH2:10]2)[CH2:4][O:3]1.CC1(C)OCC(NC(=O)OC(C)(C)C)(CN2CC3C(=CC=C(CCCCCCCC)C=3)C2)CO1>>[NH2:27][C:5]([CH2:8][N:9]1[C:18]2[C:13](=[CH:14][C:15]([CH2:19][CH2:20][CH2:21][CH2:22][CH2:23][CH2:24][CH2:25][CH3:26])=[CH:16][CH:17]=2)[CH2:12][CH2:11][CH2:10]1)([CH2:6][OH:7])[CH2:4][OH:3]. Procedure details: When the product of Step D is substituted for tert-butyl 2,2-dimethyl-5-((5-octylisoindolin-2-yl)methyl)-1,3-dioxan-5-ylcarbamate in Example 2, Step G, the identical process afforded the title compound in 36% yield., as a colourless solid. 1H-NMR (CDCl3) 0.86 (tr, 3H, J=7 Hz); 1.26 (m, 10H); 1.53 (m, 2H); 1.92 (m, 2H); 2.22 (broad s, 4H+H2O); 2.43 (tr, 2H, J=8 Hz); 2.76 (tr, 2H, J=6.4 Hz); 3.23 (s, 2H); 3.26 (tr, 2H, J=3.7 Hz); 3.51-3.61 (m, 4H); 6.7-6.87 (m, 3H). Starting materials: CC=1SC2=C(N1)C=CC(=C2)[N+](=O)[O-] (2-methyl-6-nitrobenzothiazole), C(C)I (ethyl iodide), C1=CC(=CC=C1Cl)Cl (dichlorobenzene). The solvent is C(C)(=O)OCC (Ethyl acetate). Reaction conditions: temperature 120 celsius. Yields the product [I-].C(C)[N+]1=C(SC2=C1C=CC(=C2)[N+](=O)[O-])C (3-ethyl-2-methyl-6-nitrobenzothiazolium iodide). RXN SMILES: [CH3:1][C:2]1[S:3][C:4]2[CH:10]=[C:9]([N+:11]([O-:13])=[O:12])[CH:8]=[CH:7][C:5]=2[N:6]=1.[CH2:14]([I:16])[CH3:15].C1C(Cl)=CC=C(Cl)C=1>C(OCC)(=O)C>[I-:16].[CH2:14]([N+:6]1[C:5]2[CH:7]=[CH:8][C:9]([N+:11]([O-:13])=[O:12])=[CH:10][C:4]=2[S:3][C:2]=1[CH3:1])[CH3:15] |f:4.5|. Procedure details: To 2-methyl-6-nitrobenzothiazole (0.36 g) was added ethyl iodide (1.5 ml) and dichlorobenzene (20 ml). The mixture was heated to 120° C. for 2 days and then allowed to cool to room temperature. Ethyl acetate was added and the resulting precipitate removed by filtration. Drying in a vacuum oven gave the desired material (80 mg). Starting materials: CCOC(C)=O, CCCc1n[nH]c(C(=O)OCC)c1Cl, CCCCCC, O=C(CCl)N1CCN(c2ccc(F)cc2)CC1, [K+], [K+], O=C([O-])[O-], CN(C)C=O. Yields the product CCCc1nn(CC(=O)N2CCN(c3ccc(F)cc3)CC2)c(C(=O)OCC)c1Cl. RXN SMILES: [C:43]([O:44][CH2:45][CH3:46])(=[O:47])[CH3:48].[CH2:1]([CH3:2])[O:3][C:4](=[O:5])[c:6]1[nH:7][n:8][c:9]([CH2:12][CH2:13][CH3:14])[c:10]1[Cl:11].[CH3:49][CH2:50][CH2:51][CH2:52][CH2:53][CH3:54].[Cl:21][CH2:22][C:23](=[O:24])[N:25]1[CH2:26][CH2:27][N:28]([c:31]2[cH:32][cH:33][c:34]([F:37])[cH:35][cH:36]2)[CH2:29][CH2:30]1.[K+:15].[K+:16].[O-:17][C:18]([O-:19])=[O:20].[O:38]=[CH:39][N:40]([CH3:41])[CH3:42]>>[CH2:1]([CH3:2])[O:3][C:4](=[O:5])[c:6]1[n:7]([CH2:22][C:23](=[O:24])[N:25]2[CH2:26][CH2:27][N:28]([c:31]3[cH:32][cH:33][c:34]([F:37])[cH:35][cH:36]3)[CH2:29][CH2:30]2)[n:8][c:9]([CH2:12][CH2:13][CH3:14])[c:10]1[Cl:11]. Starting materials: N1(N=NN=C1)C1=CC=C(C=C1)CC(=O)N1CCN(CC1)C(CC1=CC2=C(C(OC2)=O)C=C1)C (5-[2-(4-{[4-(1H-tetrazol-1-yl)phenyl]acetyl}piperazin-1-yl)propyl]-2-benzofuran-1(3H)-one), Cl.N1(CCNCC1)C(CC1=CC=C(C=C1)N1N=NN=C1)=O (1-(piperazin-1-yl)-2-[4-(1H-tetrazol-1-yl)phenyl]ethanone hydrochloride), C1(OCC2=C1C=C1CCC(CC1=C2)=O)=O (7,8-dihydronaphtho[2,3-c]furan-1,6(3H, 5H)-dione). Product: N1(N=NN=C1)C1=CC=C(C=C1)CC(=O)N1CCN(CC1)C1CC2=CC3=C(C(OC3)=O)C=C2CC1 (6-(4-{[4-(1H-Tetrazol-1-yl)phenyl]acetyl}piperazin-1-yl)-5,6,7,8-tetrahydronaphtho[2,3-c]furan-1(3H)-one). As a reaction SMILES: [N:1]1([C:6]2[CH:11]=[CH:10][C:9]([CH2:12][C:13]([N:15]3[CH2:20][CH2:19][N:18]([CH:21]([CH3:33])[CH2:22][C:23]4[CH:32]=[CH:31][C:26]5[C:27](=[O:30])[O:28][CH2:29][C:25]=5[CH:24]=4)[CH2:17][CH2:16]3)=[O:14])=[CH:8][CH:7]=2)[CH:5]=[N:4][N:3]=[N:2]1.Cl.N1(C(=O)CC2C=CC(N3C=NN=N3)=CC=2)CCNC[CH2:36]1.C1(=O)C2C=C3C(=CC=2CO1)CC(=O)CC3>>[N:1]1([C:6]2[CH:11]=[CH:10][C:9]([CH2:12][C:13]([N:15]3[CH2:20][CH2:19][N:18]([CH:21]4[CH2:33][CH2:36][C:32]5[C:23](=[CH:24][C:25]6[CH2:29][O:28][C:27](=[O:30])[C:26]=6[CH:31]=5)[CH2:22]4)[CH2:17][CH2:16]3)=[O:14])=[CH:8][CH:7]=2)[CH:5]=[N:4][N:3]=[N:2]1 |f:1.2|. Procedure details: 6-(4-{[4-(1H-Tetrazol-1-yl)phenyl]acetyl}piperazin-1-yl)-5,6,7,8-tetrahydronaphtho[2,3-c]furan-1(3H)-one was prepared in an analogous fashion to that described above for the synthesis of 5-[2-(4-{[4-(1H-tetrazol-1-yl)phenyl]acetyl}piperazin-1-yl)propyl]-2-benzofuran-1(3H)-one starting from 1-(piperazin-1-yl)-2-[4-(1H-tetrazol-1-yl)phenyl]ethanone hydrochloride and 7,8-dihydronaphtho[2,3-c]furan-1,6(3H, 5H)-dione. LC/MS: [(M+1)]+=459. Reactants: O=C(CCCCCC1=CC=CC=C1)C1=CC=C(S1)CCCCC(=O)OC (methyl 5-[5-(1-oxo-6-phenylhexyl)-thien-2-yl]-valerate), [OH-].[K+] (potassium hydroxide), O.NN (hydrazine hydrate). Solvent: C(COCCOCCO)O (triethylene glycol). The product is C1(=CC=CC=C1)CCCCCCC1=CC=C(S1)CCCCC(=O)O (5-[5-(6-Phenylhexyl)-thien-2-yl]-valeric acid). RXN SMILES: O=[C:2]([C:14]1[S:18][C:17]([CH2:19][CH2:20][CH2:21][CH2:22][C:23]([O:25]C)=[O:24])=[CH:16][CH:15]=1)[CH2:3][CH2:4][CH2:5][CH2:6][CH2:7][C:8]1[CH:13]=[CH:12][CH:11]=[CH:10][CH:9]=1.[OH-].[K+].O.NN>C(O)COCCOCCO>[C:8]1([CH2:7][CH2:6][CH2:5][CH2:4][CH2:3][CH2:2][C:14]2[S:18][C:17]([CH2:19][CH2:20][CH2:21][CH2:22][C:23]([OH:25])=[O:24])=[CH:16][CH:15]=2)[CH:9]=[CH:10][CH:11]=[CH:12][CH:13]=1 |f:1.2,3.4|. Procedure details: This compound is prepared analogously to Example 1b from: 22.8 g of methyl 5-[5-(1-oxo-6-phenylhexyl)-thien-2-yl]-valerate, 11.1 g of potassium hydroxide, 250 ml of triethylene glycol and 7.0 g of hydrazine hydrate.